Dataset: the Open Reaction Database (ORD), a public repository of structured organic reaction records. Task: describe an organic reaction: reactants, conditions, products, and yield The reactants are N#Cc1c(F)cc(F)cc1F, [Li+], [Li+], O=C([O-])[O-], CC1NCCC1C(C)(C)O. Product: CC1C(C(C)(C)O)CCN1c1cc(F)c(C#N)c(F)c1. Reaction SMILES: [F:1][c:2]1[c:3]([C:4]#[N:5])[c:6]([F:11])[cH:7][c:8]([F:10])[cH:9]1.[Li+:22].[Li+:23].[O-:24][C:25](=[O:26])[O-:27].[OH:12][C:13]([CH3:14])([CH3:15])[CH:16]1[CH:17]([CH3:21])[NH:18][CH2:19][CH2:20]1>>[F:1][c:2]1[c:3]([C:4]#[N:5])[c:6]([F:11])[cH:7][c:8]([N:18]2[CH:17]([CH3:21])[CH:16]([C:13]([OH:12])([CH3:14])[CH3:15])[CH2:20][CH2:19]2)[cH:9]1. Reactants: C(=O)(O)C1=NC2=CC=CC=C2C(=C1)C(=O)O (2,4-dicarboxyquinoline), Cl[Si](C)(C)C (chlorotrimethylsilane). Solvent: CO (methanol). Reaction conditions: time 8 hour. Yields the product C(=O)(O)C1=NC2=CC=CC=C2C(=C1)C(=O)OC (2-carboxy-4-methoxycarbonylquinoline). RXN SMILES: [C:1]([C:4]1[CH:13]=[C:12]([C:14]([OH:16])=[O:15])[C:11]2[C:6](=[CH:7][CH:8]=[CH:9][CH:10]=2)[N:5]=1)([OH:3])=[O:2].Cl[Si](C)(C)[CH3:19]>CO>[C:1]([C:4]1[CH:13]=[C:12]([C:14]([O:16][CH3:19])=[O:15])[C:11]2[C:6](=[CH:7][CH:8]=[CH:9][CH:10]=2)[N:5]=1)([OH:3])=[O:2]. Procedure details: To a mixture of 2,4-dicarboxyquinoline (1.085 g, 5 mmol) in methanol (40 mL) was added chlorotrimethylsilane (TMSCl) (1.41 mL), and the reaction mixture was stirred overnight. The reaction mixture turned into a clear solution. The solvents were evaporated to yield a crude product, 2-carboxy-4-methoxycarbonylquinoline. To a solution of 2-carboxy-4-methoxycarbonylquinoline (151 mg, 0.65 mmol) in THF (10 mL) was added 4-ethoxycarbonyl-1-(1-amino-3-(1,1-dimethylethoxycarbonyl)propyl)carbonylpiperazi... The reactants are C(C)OC=1C=C2C=C(C(=NC2=CC1)NCC)CO ((6-ethoxy-2-(ethylamino)quinolin-3-yl)methanol), C(C)OC=1C=C2C=C(C(=NC2=CC1)NCC)CO ((6-Ethoxy-2-(ethylamino)quinolin-3-yl)methanol), O=S(Cl)Cl (SOCl2). Solvent: C(Cl)Cl (CH2Cl2). Run at time 4 hour. The product is Cl.ClCC=1C(=NC2=CC=C(C=C2C1)OCC)NCC (3-(Chloromethyl)-6-ethoxy-N-ethylquinolin-2-amine hydrochloride). Yield: 99.0%. RXN SMILES: [CH2:1]([O:3][C:4]1[CH:5]=[C:6]2[C:11](=[CH:12][CH:13]=1)[N:10]=[C:9]([NH:14][CH2:15][CH3:16])[C:8]([CH2:17]O)=[CH:7]2)[CH3:2].O=S(Cl)[Cl:21]>C(Cl)Cl>[ClH:21].[Cl:21][CH2:17][C:8]1[C:9]([NH:14][CH2:15][CH3:16])=[N:10][C:11]2[C:6]([CH:7]=1)=[CH:5][C:4]([O:3][CH2:1][CH3:2])=[CH:13][CH:12]=2 |f:3.4|. Reported procedure: To a stirred solution of (6-ethoxy-2-(ethylamino)quinolin-3-yl)methanol SLA 41040 (0.457 g, 1.86 mmol) in dry CH2Cl2 (40 mL) in a 100 mL round-bottomed flask equipped with a magnetic stirrer was added dropwise SOCl2 (2.63 mL, 37.1 mmol). The mixture was stirred for 4 h at RT then concentrated to dryness at 40° C. under vacuum. The residue was then taken up in CH2Cl2 (20 mL) before concentration back to dryness at 40° C. under vacuum (done 3 times) to give 3-(chloromethyl)-6-ethoxy-N-ethylquinoli... Reactants: BrC1=C(C=NC2=C(C=CC=C12)Cl)C1=CC=CC=C1 (4-bromo-8-chloro-3-phenyl-quinoline), OC=1C=C(C=CC1)B(O)O (3-hydroxybenzeneboronic acid). As a reaction SMILES: Br[C:2]1[C:11]2[C:6](=[C:7](Cl)[CH:8]=[CH:9][CH:10]=2)[N:5]=[CH:4][C:3]=1[C:13]1[CH:18]=[CH:17][CH:16]=[CH:15][CH:14]=1.[OH:19][C:20]1[CH:21]=[C:22](B(O)O)[CH:23]=[CH:24][CH:25]=1>>[C:13]1([C:3]2[CH:4]=[N:5][C:6]3[C:11]([C:2]=2[C:24]2[CH:25]=[C:20]([OH:19])[CH:21]=[CH:22][CH:23]=2)=[CH:10][CH:9]=[CH:8][C:7]=3[C:24]2[CH:25]=[C:20]([OH:19])[CH:21]=[CH:22][CH:23]=2)[CH:18]=[CH:17][CH:16]=[CH:15][CH:14]=1. Product: C1(=CC=CC=C1)C=1C=NC2=C(C=CC=C2C1C=1C=C(C=CC1)O)C=1C=C(C=CC1)O (3,3′-(3-PHENYLQUINOLINE-4,8-DIYL)DIPHENOL). Reported procedure: This compound was prepared according to the procedure of example 1, substituting 4-bromo-8-chloro-3-phenyl-quinoline and 3-hydroxybenzeneboronic acid MS (ESI) m/z 390. Reactants: CCOC(C)=O, CCO, CC(C)(C)c1ccc(NC(=O)c2ccc(N)c([N+](=O)[O-])c2)cc1. Yields the product CC(C)(C)c1ccc(NC(=O)c2ccc(N)c(N)c2)cc1. Reaction SMILES: [C:27]([O:28][CH2:29][CH3:30])(=[O:31])[CH3:32].[CH2:24]([OH:25])[CH3:26].[NH2:1][c:2]1[c:3]([N+:21]([O-:22])=[O:23])[cH:4][c:5]([C:6](=[O:7])[NH:8][c:9]2[cH:10][cH:11][c:12]([C:15]([CH3:16])([CH3:17])[CH3:18])[cH:13][cH:14]2)[cH:19][cH:20]1>>[NH2:1][c:2]1[c:3]([NH2:21])[cH:4][c:5]([C:6](=[O:7])[NH:8][c:9]2[cH:10][cH:11][c:12]([C:15]([CH3:16])([CH3:17])[CH3:18])[cH:13][cH:14]2)[cH:19][cH:20]1. Reactants: C(OC1=CC=C(C=C1)CC(=O)N(C1CCN(CC1)C(C)C)C1=CC=C(C=C1)Cl)(OCC)=O ({4-[2-{(4-chlorophenyl)[1-(1-methylethyl)-4-piperidinyl]amino}-2-oxoethyl]phenyl} ethyl carbonate), 5C, [OH-].[Na+] (sodium hydroxide). Run in C(C)(=O)O (acetic acid). Reaction conditions: temperature 45 celsius, time 90 minute. Product: Cl.ClC1=CC=C(C=C1)N(C(CC1=CC=C(C=C1)O)=O)C1CCN(CC1)C(C)C (N-(4-chlorophenyl)-4-hydroxy-N-[1-(1-methylethyl)-4-piperidinyl]benzeneacetamide monohydrochloride). Reaction SMILES: C(=O)(OCC)[O:2][C:3]1[CH:8]=[CH:7][C:6]([CH2:9][C:10]([N:12]([C:22]2[CH:27]=[CH:26][C:25]([Cl:28])=[CH:24][CH:23]=2)[CH:13]2[CH2:18][CH2:17][N:16]([CH:19]([CH3:21])[CH3:20])[CH2:15][CH2:14]2)=[O:11])=[CH:5][CH:4]=1.[OH-].[Na+]>C(O)(=O)C>[ClH:28].[Cl:28][C:25]1[CH:26]=[CH:27][C:22]([N:12]([CH:13]2[CH2:18][CH2:17][N:16]([CH:19]([CH3:21])[CH3:20])[CH2:15][CH2:14]2)[C:10](=[O:11])[CH2:9][C:6]2[CH:7]=[CH:8][C:3]([OH:2])=[CH:4][CH:5]=2)=[CH:23][CH:24]=1 |f:1.2,4.5|. Procedure: A mixture of 5.5 parts of {4-[2-{(4-chlorophenyl)[1-(1-methylethyl)-4-piperidinyl]amino}-2-oxoethyl]phenyl} ethyl carbonate and 5C parts of a sodium hydroxide solution 10% is stirred for 90 minutes at 45° C. The reaction mixture is cooled to room temperature and acidified with acetic acid to pH 5.5-6. The product is extracted with trichloromethane. The extract is dried, filtered and evaporated. The oily residue is purified by column-chromatography over silica gel using a mixture of trichlorometh... Starting materials: 20, S1C(=CC=C1)C(=O)C1CCN(CC1)C(=O)OCC (ethyl 4-(2-thienylcarbonyl)-1-piperidinecarboxylate), Br (hydrobromic acid). Run in O (water). Product: 17, Br.N1CCC(CC1)C(=O)C=1SC=CC1 ((4-piperidinyl) (2-thienyl)methanone hydrobromide). Yield: 85.0%. RXN SMILES: [S:1]1[CH:5]=[CH:4][CH:3]=[C:2]1[C:6]([CH:8]1[CH2:13][CH2:12][N:11](C(OCC)=O)[CH2:10][CH2:9]1)=[O:7].[BrH:19]>O>[BrH:19].[NH:11]1[CH2:12][CH2:13][CH:8]([C:6]([C:2]2[S:1][CH:5]=[CH:4][CH:3]=2)=[O:7])[CH2:9][CH2:10]1 |f:3.4|. Procedure: A mixture of 20 parts of ethyl 4-(2-thienylcarbonyl)-1-piperidinecarboxylate and 120 parts of hydrobromic acid solution 48% in water is stirred and refluxed for 2 hours. The reaction mixture is cooled and the precipitated product is filtered off. It is washed with 2-propanol and dried, yielding 17 parts (85%) of (4-piperidinyl) (2-thienyl)methanone hydrobromide.